From a dataset of the Open Reaction Database (ORD), a public repository of structured organic reaction records. describe an organic reaction: reactants, conditions, products, and yield Procedure details: The title compound was synthesized from 4-chloro-2-(2-phenylethyl)-6-(4-pyridyl)-5-(3-(trifluoromethyl)phenyl)pyrimidine in the same manner as 2-(8-(4-fluorophenyl)-7-(4-pyridyl)-1,2,4-triazolo[4,3-c]pyrimidin-5-yl)amino-2-phenylpropane; MS m/z (M+H)+ 446; C25H18F3N5 requir. 445.4. Product: C1(=CC=CC=C1)CCC1=NC(=C(C=2N1C=NN2)C2=CC(=CC=C2)C(F)(F)F)C2=CC=NC=C2 (5-(2-phenylethyl)-8-(3-(trifluoromethyl)phenyl)-7-(4-pyridyl)-1,2,4-triazolo[4,3-c]pyrimidine). Reactants: ClC1=NC(=NC(=C1C1=CC(=CC=C1)C(F)(F)F)C1=CC=NC=C1)CCC1=CC=CC=C1 (4-chloro-2-(2-phenylethyl)-6-(4-pyridyl)-5-(3-(trifluoromethyl)phenyl)pyrimidine), FC1=CC=C(C=C1)C=1C=2N(C(=NC1C1=CC=NC=C1)NC(C)(C)C1=CC=CC=C1)C=NN2 (2-(8-(4-fluorophenyl)-7-(4-pyridyl)-1,2,4-triazolo[4,3-c]pyrimidin-5-yl)amino-2-phenylpropane). Reaction SMILES: Cl[C:2]1[C:7]([C:8]2[CH:13]=[CH:12][CH:11]=[C:10]([C:14]([F:17])([F:16])[F:15])[CH:9]=2)=[C:6]([C:18]2[CH:23]=[CH:22][N:21]=[CH:20][CH:19]=2)[N:5]=[C:4]([CH2:24][CH2:25][C:26]2[CH:31]=[CH:30][CH:29]=[CH:28][CH:27]=2)[N:3]=1.FC1C=CC(C2C3N([CH:61]=[N:62][N:63]=3)C(NC(C3C=CC=CC=3)(C)C)=NC=2C2C=CN=CC=2)=CC=1>>[C:26]1([CH2:25][CH2:24][C:4]2[N:3]3[CH:61]=[N:62][N:63]=[C:2]3[C:7]([C:8]3[CH:13]=[CH:12][CH:11]=[C:10]([C:14]([F:16])([F:15])[F:17])[CH:9]=3)=[C:6]([C:18]3[CH:23]=[CH:22][N:21]=[CH:20][CH:19]=3)[N:5]=2)[CH:31]=[CH:30][CH:29]=[CH:28][CH:27]=1. Starting materials: N1C=NC2=C1C=CC(=C2)C#N (1H-benzo[d]imidazole-5-carbonitrile), O1CCCC=C1 (3,4-dihydro-2H-pyran), CC=1C=CC(=CC1)S(=O)(=O)O.O (p-TsOH.H2O). Run in C1CCOC1 (THF). Run at temperature 80 celsius, time 18 hour. The product is O1C(CCCC1)N1C=NC2=C1C=CC(=C2)C#N (1-(tetrahydro-2H-pyran-2-yl)-1H-benzo[d]imidazole-5-carbonitrile). Yield: 95.7%. Reaction SMILES: [NH:1]1[C:5]2[CH:6]=[CH:7][C:8]([C:10]#[N:11])=[CH:9][C:4]=2[N:3]=[CH:2]1.[O:12]1[CH:17]=[CH:16][CH2:15][CH2:14][CH2:13]1.CC1C=CC(S(O)(=O)=O)=CC=1.O>C1COCC1>[O:12]1[CH2:17][CH2:16][CH2:15][CH2:14][CH:13]1[N:1]1[C:5]2[CH:6]=[CH:7][C:8]([C:10]#[N:11])=[CH:9][C:4]=2[N:3]=[CH:2]1 |f:2.3|. Reported procedure: A mixture of 90 (1.63 g, 11.4 mmol), 3,4-dihydro-2H-pyran (2.87 g, 34.2 mmol), and p-TsOH.H2O (196 mg, 1.14 mmol) in THF (60 mL) was stirred under nitrogen at 80° C. for 18 h. The reaction mixture was concentrated in vacuo. The crude product was purified by SiO2 chromatography with eluting with petroleum ether/EtOAc (1:1) to afford 2.48 g (95.9%) of 1-(tetrahydro-2H-pyran-2-yl)-1H-benzo[d]imidazole-5-carbonitrile (92) as yellow oil: MS (ESI) m/z=228.1 [M+1]+. Reactants: 4d, 5a, C(C1=CC=CC=C1)(=O)N1CCNCC1 (1-benzoylpiperazine), ClC=1N=CC(=C2C(=CNC12)C(C(=O)[O-])=O)OC.[K+] (Potassium (7-chloro-4-methoxy-6-azaindol-3-yl)-oxoacetate). Yields the product 5b, C(C1=CC=CC=C1)(=O)N1CCN(CC1)C(C(=O)C1=CNC2=C(N=CC(=C12)OC)Cl)=O (1-benzoyl-4-[(7-chloro-4-methoxy-6-azaindol-3-yl)-oxoacetyl]piperazine). As a reaction SMILES: [Cl:1][C:2]1[N:3]=[CH:4][C:5]([O:16][CH3:17])=[C:6]2[C:10]=1[NH:9][CH:8]=[C:7]2[C:11](=[O:15])[C:12]([O-:14])=O.[K+].[C:19]([N:27]1[CH2:32][CH2:31][NH:30][CH2:29][CH2:28]1)(=[O:26])[C:20]1[CH:25]=[CH:24][CH:23]=[CH:22][CH:21]=1>>[C:19]([N:27]1[CH2:32][CH2:31][N:30]([C:12](=[O:14])[C:11]([C:7]2[C:6]3[C:10](=[C:2]([Cl:1])[N:3]=[CH:4][C:5]=3[O:16][CH3:17])[NH:9][CH:8]=2)=[O:15])[CH2:29][CH2:28]1)(=[O:26])[C:20]1[CH:25]=[CH:24][CH:23]=[CH:22][CH:21]=1 |f:0.1|. Procedure: Precursor 5b, 1-benzoyl-4-[(7-chloro-4-methoxy-6-azaindol-3-yl)-oxoacetyl]piperazine was prepared by the same method as Precursor 5a starting from Potassium (7-chloro-4-methoxy-6-azaindol-3-yl)-oxoacetate, Precursor 4d, and 1-benzoylpiperazine. MS m/z: (M+H)+ calcd for C21H20ClN4O4: 427.12; found 427.12. HPLC retention time: 1.28 minutes (column A). Starting materials: Brc1nccs1, CCOCC, [Li]CCCC, CCCCCC=O. Yields the product CCCCCC(O)c1nccs1. RXN SMILES: [Br:6][c:7]1[s:8][cH:9][cH:10][n:11]1.[CH3:19][CH2:20][O:21][CH2:22][CH3:23].[CH3:1][CH2:2][CH2:3][CH2:4][Li:5].[CH:12]([CH2:13][CH2:14][CH2:15][CH2:16][CH3:17])=[O:18]>>[c:7]1([CH:12]([CH2:13][CH2:14][CH2:15][CH2:16][CH3:17])[OH:18])[s:8][cH:9][cH:10][n:11]1. Product: Cc1c(NC(=O)c2ccc(C(C)(C)C)cc2)cccc1-c1cn(C)c(=O)c(Nc2ccc(CN(CCO)CCO)cc2)n1. Starting materials: [BH4-], Cc1c(NC(=O)c2ccc(C(C)(C)C)cc2)cccc1-c1cn(C)c(=O)c(Nc2ccc(C=O)cc2)n1, CC(=O)O, CO, [Na+], OCCNCCO. Reaction SMILES: [BH4-:49].[C:1]([CH3:2])([CH3:3])([CH3:4])[c:5]1[cH:6][cH:7][c:8]([C:9](=[O:10])[NH:11][c:12]2[c:13]([CH3:35])[c:14](-[c:18]3[n:19][c:20]([NH:26][c:27]4[cH:28][cH:29][c:30]([CH:33]=[O:34])[cH:31][cH:32]4)[c:21](=[O:25])[n:22]([CH3:24])[cH:23]3)[cH:15][cH:16][cH:17]2)[cH:36][cH:37]1.[CH3:45][C:46](=[O:47])[OH:48].[CH3:51][OH:52].[Na+:50].[OH:38][CH2:39][CH2:40][NH:41][CH2:42][CH2:43][OH:44]>>[C:1]([CH3:2])([CH3:3])([CH3:4])[c:5]1[cH:6][cH:7][c:8]([C:9](=[O:10])[NH:11][c:12]2[c:13]([CH3:35])[c:14](-[c:18]3[n:19][c:20]([NH:26][c:27]4[cH:28][cH:29][c:30]([CH2:33][N:41]([CH2:40][CH2:39][OH:38])[CH2:42][CH2:43][OH:44])[cH:31][cH:32]4)[c:21](=[O:25])[n:22]([CH3:24])[cH:23]3)[cH:15][cH:16][cH:17]2)[cH:36][cH:37]1. Starting materials: ClC=1C=C(C=CC1Cl)N1CCN(CC1)C(=O)C1CN(CCC1)C(=O)OC(C)(C)C (tert-butyl 3-{[4-(3,4-dichlorophenyl)piperazin-1-yl]carbonyl}piperidine-1-carboxylate), C(=O)(C(F)(F)F)O (TFA). Run in C(Cl)Cl (DCM). Run at time 2 hour. Product: ClC=1C=C(C=CC1Cl)N1CCN(CC1)C(=O)C1CNCCC1 (1-(3,4-dichlorophenyl)-4-(piperidin-3-ylcarbonyl)piperazine). Reaction SMILES: [Cl:1][C:2]1[CH:3]=[C:4]([N:9]2[CH2:14][CH2:13][N:12]([C:15]([CH:17]3[CH2:22][CH2:21][CH2:20][N:19](C(OC(C)(C)C)=O)[CH2:18]3)=[O:16])[CH2:11][CH2:10]2)[CH:5]=[CH:6][C:7]=1[Cl:8].C(O)(C(F)(F)F)=O>C(Cl)Cl>[Cl:1][C:2]1[CH:3]=[C:4]([N:9]2[CH2:14][CH2:13][N:12]([C:15]([CH:17]3[CH2:22][CH2:21][CH2:20][NH:19][CH2:18]3)=[O:16])[CH2:11][CH2:10]2)[CH:5]=[CH:6][C:7]=1[Cl:8]. Reported procedure: To a stirred solution of tert-butyl 3-{[4-(3,4-dichlorophenyl)piperazin-1-yl]carbonyl}piperidine-1-carboxylate (1.002 g) in DCM (10 ml) was added TFA (10 ml). The reaction was allowed to stir at ambient temperature for 2 hours. The solvents were removed in vacuo, the residue partitioned between DCM and 2M NaOH, extracted twice and the combined organics dried (Na2SO4), filtered and evaporated to give the product, 1-(3,4-dichlorophenyl)-4-(piperidin-3-ylcarbonyl)piperazine, as a yellow foam (703 m... The reactants are C(CCCCC)NCC1=CC=C(S1)B(O)O ({5-[(hexylamino)methyl]-2-thienyl}boronic acid), BrC=1C=C2C(=CNC2=C(C1)C(=O)N)C1CCN(CC1)S(=O)(=O)CC (5-bromo-3-[1-(ethylsulfonyl)-4-piperidinyl]-1H-indole-7-carboxamide), C(=O)([O-])[O-].[K+].[K+] (K2CO3). Reagents/catalysts: C=1C=CC(=CC1)[P](C=2C=CC=CC2)(C=3C=CC=CC3)[Pd]([P](C=4C=CC=CC4)(C=5C=CC=CC5)C=6C=CC=CC6)([P](C=7C=CC=CC7)(C=8C=CC=CC8)C=9C=CC=CC9)[P](C=1C=CC=CC1)(C=1C=CC=CC1)C=1C=CC=CC1 (tetrakis(triphenylphosphine)palladium(0)). The product is C(C)S(=O)(=O)N1CCC(CC1)C1=CNC2=C(C=C(C=C12)C=1SC(=CC1)CNCCCCCC)C(=O)N (3-[1-(ethylsulfonyl)-4-piperidinyl]-5-{5-[(hexylamino)methyl]-2-thienyl}-1H-indole-7-carboxamide). Isolated yield 16.0%. RXN SMILES: [CH2:1]([NH:7][CH2:8][C:9]1[S:13][C:12](B(O)O)=[CH:11][CH:10]=1)[CH2:2][CH2:3][CH2:4][CH2:5][CH3:6].Br[C:18]1[CH:19]=[C:20]2[C:24](=[C:25]([C:27]([NH2:29])=[O:28])[CH:26]=1)[NH:23][CH:22]=[C:21]2[CH:30]1[CH2:35][CH2:34][N:33]([S:36]([CH2:39][CH3:40])(=[O:38])=[O:37])[CH2:32][CH2:31]1.C([O-])([O-])=O.[K+].[K+]>C1C=CC([P]([Pd]([P](C2C=CC=CC=2)(C2C=CC=CC=2)C2C=CC=CC=2)([P](C2C=CC=CC=2)(C2C=CC=CC=2)C2C=CC=CC=2)[P](C2C=CC=CC=2)(C2C=CC=CC=2)C2C=CC=CC=2)(C2C=CC=CC=2)C2C=CC=CC=2)=CC=1>[CH2:39]([S:36]([N:33]1[CH2:32][CH2:31][CH:30]([C:21]2[C:20]3[C:24](=[C:25]([C:27]([NH2:29])=[O:28])[CH:26]=[C:18]([C:12]4[S:13][C:9]([CH2:8][NH:7][CH2:1][CH2:2][CH2:3][CH2:4][CH2:5][CH3:6])=[CH:10][CH:11]=4)[CH:19]=3)[NH:23][CH:22]=2)[CH2:35][CH2:34]1)(=[O:38])=[O:37])[CH3:40] |f:2.3.4,^1:50,52,71,90|. Procedure: Following the general procedure of 5-(5-{[(2-ethylbutyl)amino]methyl}-2-thienyl)-3-[1-(ethylsulfonyl)-4-piperidinyl]-1H-indole-7-carboxamide, (5-formyl-2-thienyl)boronic acid (50 mg, 0.32 mmol), hexylamine (33 mg, 0.32 mmol), and NaCNBH3 (40 mg, 0.64 mmol) were reacted to give 30 mg of crude {5-[(hexylamino)methyl]-2-thienyl}boronic acid. The crude {5-[(hexylamino)methyl]-2-thienyl}boronic acid was then reacted with 5-bromo-3-[1-(ethylsulfonyl)-4-piperidinyl]-1H-indole-7-carboxamide (65 mg, 0.15...